Dataset: the Open Reaction Database (ORD), a public repository of structured organic reaction records. Task: describe an organic reaction: reactants, conditions, products, and yield Starting materials: O=C([O-])[O-], CN(C)C=O, C=C(Cl)CCl, N#CNc1cccc(C(F)(F)F)c1, [I-], [K+], [K+], [K+]. Yields the product C=C(Cl)CN(C#N)c1cccc(C(F)(F)F)c1. Reaction SMILES: [C:14](=[O:15])([O-:16])[O-:17].[CH3:27][N:28]([CH3:29])[CH:30]=[O:31].[Cl:22][C:23](=[CH2:24])[CH2:25][Cl:26].[F:1][C:2]([c:3]1[cH:4][c:5]([NH:9][C:10]#[N:11])[cH:6][cH:7][cH:8]1)([F:12])[F:13].[I-:21].[K+:18].[K+:19].[K+:20]>>[F:1][C:2]([c:3]1[cH:4][c:5]([N:9]([C:10]#[N:11])[CH2:25][C:23]([Cl:22])=[CH2:24])[cH:6][cH:7][cH:8]1)([F:12])[F:13]. Starting materials: [Zr] (zirconium), P(O)(O)(O)=O (orthophosphoric acid). The solvent is O (water). Run at temperature 80 celsius. The product is P(=O)([O-])([O-])[O-].[Zr+4].P(=O)([O-])([O-])[O-].P(=O)([O-])([O-])[O-].P(=O)([O-])([O-])[O-].[Zr+4].[Zr+4] (zirconium phosphate). RXN SMILES: [Zr:1].[P:2](=[O:6])([OH:5])([OH:4])[OH:3]>O>[P:2]([O-:6])([O-:5])([O-:4])=[O:3].[Zr+4:1].[P:2]([O-:6])([O-:5])([O-:4])=[O:3].[P:2]([O-:6])([O-:5])([O-:4])=[O:3].[P:2]([O-:6])([O-:5])([O-:4])=[O:3].[Zr+4:1].[Zr+4:1] |f:3.4.5.6.7.8.9|. Procedure: 420 g. of zirconium basic sulphate (containing 125 g. of Zr expressed as ZrO2) was slurried with 1250 ml. water and 278 g. of 85% orthophosphoric acid were added gradually with stirring. The slurry was heated to 80° C. and maintained at this temperature for one hour. It was then filtered and the residue washed with cold water until the washings were substantially free from sulphate and phosphate anions. The filter cake was dried at a temperature of 40° C. until the dried product contained 8 to 1... The reactants are C(\C=C/C(=O)OCC(C=O)(C)C)(=O)OCC(C=O)(C)C (bis (2,2-dimethyl-3-oxopropyl) maleate), N1CCOCC1 (morpholine). Run in C1(=CC=CC=C1)C (toluene). Product: C(\C=C\C(=O)OCC(C=O)(C)C)(=O)OCC(C=O)(C)C (bis (2,2-dimethyl-3-oxopropyl) fumarate). Reaction SMILES: [C:1]([O:14][CH2:15][C:16]([CH3:20])([CH3:19])[CH:17]=[O:18])(=[O:13])/[CH:2]=[CH:3]\[C:4]([O:6][CH2:7][C:8]([CH3:12])([CH3:11])[CH:9]=[O:10])=[O:5].N1CCOCC1>C1(C)C=CC=CC=1>[C:1]([O:14][CH2:15][C:16]([CH3:20])([CH3:19])[CH:17]=[O:18])(=[O:13])/[CH:2]=[CH:3]/[C:4]([O:6][CH2:7][C:8]([CH3:11])([CH3:12])[CH:9]=[O:10])=[O:5]. Reported procedure: Crude bis (2,2-dimethyl-3-oxopropyl) maleate was treated with a catalytic amount of morpholine (10 wt. %) in refluxing toluene for 4 hrs. The resulting solution was cooled to room temperature, washed with diluted hydrochloric acid and brine, then dried over magnesium sulfate. Evaporation of volatiles in vacuo gave crud bis (2,2-dimethyl-3-oxopropyl) fumarate in essentially quantitative yield. NMR* (CDCL3): 9.7 (s, 1H,--CHO), 6.93 (s, 2H, trans --CH=CH--), 4.33 (s, 2H, --CO2CH2 --), and 1.2 (s, 6... The reactants are Cl[Si](C)(C)C (chlorotrimethylsilane), C(C)OC(=O)N1CCNCC1 (1-ethoxycarbonylpiperazine), solution, C(CCC)[Li] (n-butyllithium). Solvent: O1CCCC1 (tetrahydrofuran), O1CCCC1 (tetrahydrofuran), CCCCCC (hexane). Conditions: time 15 minute. Yields the product C(C)OC(=O)N1CCN(CC1)[Si](C)(C)C (1-ethoxycarbonyl-4-trimethylsilylpiperazine). As a reaction SMILES: [CH2:1]([O:3][C:4]([N:6]1[CH2:11][CH2:10][NH:9][CH2:8][CH2:7]1)=[O:5])[CH3:2].C([Li])CCC.Cl[Si:18]([CH3:21])([CH3:20])[CH3:19]>O1CCCC1.CCCCCC>[CH2:1]([O:3][C:4]([N:6]1[CH2:7][CH2:8][N:9]([Si:18]([CH3:21])([CH3:20])[CH3:19])[CH2:10][CH2:11]1)=[O:5])[CH3:2]. Procedure details: A solution of 20 g of 1-ethoxycarbonylpiperazine in 400 ml dry tetrahydrofuran was cooled to -65° and 61.5 ml of 2.1M solution of n-butyllithium in hexane was added dropwise over a period of 15 minutes. The mixture was stirred for 15 minutes and a solution of 16.44 ml of chlorotrimethylsilane in 68 ml of tetrahydrofuran was added dropwise over a period of 15 minutes. The mixture was then allowed to warm up to room temperature overnight and evaporated to dryness. Ethyl ether was added, the solids... The reactants are C(C)C1=C(C(CC1)=O)OC (3-ethyl-2-methoxy-2-cyclopenten-1-one), Cl (hydrochloric acid). Product: C(C)C1=C(C(CC1)=O)O (3-ethyl-2-hydroxy-2-cyclopenten-1-one). The yield is 65.6%. RXN SMILES: [CH2:1]([C:3]1[CH2:7][CH2:6][C:5](=[O:8])[C:4]=1[O:9]C)[CH3:2].Cl>>[CH2:1]([C:3]1[CH2:7][CH2:6][C:5](=[O:8])[C:4]=1[OH:9])[CH3:2]. Procedure details: 3.08 g (22 mmol) of 3-ethyl-2-methoxy-2-cyclopenten-1-one are held at reflux temperature for 5 hours with 30.80 g of 5N hydrochloric acid. After cooling the reaction mixture is extracted 3 times with 50 ml of CH2Cl2 each time. The combined organic phases are dried over magnesium sulphate and concentrated on a rotary evaporator. The crude product is bulb-tube distilled at 0.1 mbar/110° C. and gives 1.82 g (65.7%) of 3-ethyl-2-hydroxy-2-cyclopenten-1-one (melting point 39°-41° C.).